From a dataset of the Open Reaction Database (ORD), a public repository of structured organic reaction records. describe an organic reaction: reactants, conditions, products, and yield Reactants: N1=CC=C(C=C1)C=1N=C(OC1C(F)(F)F)C1=CC=C(C=C1)N (4-(4-(pyridin-4-yl)-5-(trifluoromethyl)oxazol-2-yl)benzenamine), ClCCl (dichloromethane), ClC1=C(C(=O)Cl)C=CC=C1 (2-chlorobenzoyl chloride). Run in N1=CC=CC=C1 (pyridine). Product: ClC1=C(C(=O)NC2=CC=C(C=C2)C=2OC(=C(N2)C2=CC=NC=C2)C(F)(F)F)C=CC=C1 (2-chloro-N-(4-(4-(pyridin-4-yl)-5-(trifluoromethyl)oxazol-2-yl)phenyl)benzamide). As a reaction SMILES: [N:1]1[CH:6]=[CH:5][C:4]([C:7]2[N:8]=[C:9]([C:16]3[CH:21]=[CH:20][C:19]([NH2:22])=[CH:18][CH:17]=3)[O:10][C:11]=2[C:12]([F:15])([F:14])[F:13])=[CH:3][CH:2]=1.ClCCl.[Cl:26][C:27]1[CH:35]=[CH:34][CH:33]=[CH:32][C:28]=1[C:29](Cl)=[O:30]>N1C=CC=CC=1>[Cl:26][C:27]1[CH:35]=[CH:34][CH:33]=[CH:32][C:28]=1[C:29]([NH:22][C:19]1[CH:20]=[CH:21][C:16]([C:9]2[O:10][C:11]([C:12]([F:15])([F:13])[F:14])=[C:7]([C:4]3[CH:5]=[CH:6][N:1]=[CH:2][CH:3]=3)[N:8]=2)=[CH:17][CH:18]=1)=[O:30]. Procedure details: to a stirred mixture of 4-(4-(pyridin-4-yl)-5-(trifluoromethyl)oxazol-2-yl)benzenamine (214 mg, 701 mop and pyridine, anhydrous (0.567 ml, 7011 μmol) in dichloromethane (5.00 ml, 77709 μmol) at room temperature was added 2-chlorobenzoyl chloride (0.0979 ml, 771 μmol) all at once by metered pipet. The reaction was stirred for an hour then concentrated under reduced pressure, taken up in heptane and concentrated under reduced pressure again. The residue was partitioned between dichloromethane and ... The reactants are CO, Cl, N#Cc1cccnc1F, [H][H]. The product is Cl, NCc1cccnc1F. As a reaction SMILES: [CH3:13][OH:14].[ClH:1].[F:2][c:3]1[c:4]([C:5]#[N:6])[cH:7][cH:8][cH:9][n:10]1.[H:11][H:12]>>[ClH:1].[F:2][c:3]1[c:4]([CH2:5][NH2:6])[cH:7][cH:8][cH:9][n:10]1. Starting materials: 3-bromomethyl-3-cyclopentyl-propionic acid ethyl ester—A, C1(CCCC1)C1CC(OC1)=O (4-cyclopentyl-dihydro-furan-2-one), CCO (EtOH), Br (HBr). Run in O (H2O). Yields the product C(C)OC(CC(C1CCCC1)CBr)=O (3-bromomethyl-3-cyclopentyl-propionic acid ethyl ester). The yield is 85.0%. Reaction SMILES: [CH:1]1([CH:6]2[CH2:10][O:9][C:8](=O)[CH2:7]2)[CH2:5][CH2:4][CH2:3][CH2:2]1.[BrH:12].[CH3:13][CH2:14][OH:15]>O>[CH2:14]([O:15][C:8](=[O:9])[CH2:7][CH:6]([CH2:10][Br:12])[CH:1]1[CH2:5][CH2:4][CH2:3][CH2:2]1)[CH3:13]. Procedure: Preparation of 3-bromomethyl-3-cyclopentyl-propionic acid ethyl ester—A solution of 4-cyclopentyl-dihydro-furan-2-one (4.4 g, 28.5 mmol) in 100 mL of EtOH is saturated with HBr at 0° C. The mixture is warmed to room temperature overnight. It is diluted with 200 mL of H2O and extracted with Et2O (3,100 mL). The combined extracts are washed with brine (2.50 mL) and dried over MgSO4. Evaporation of Et2O gives 6.4 g (85% yield) of 3-bromomethyl-3-cyclopentyl-propionic acid ethyl ester as a clear oil... Reactants: CC(CN)(CC(C)C)N (rac-2,4-dimethylpentane-1,2-diamine), ClC=1C=C(C=2N(C1)C(=C(N2)C)C(=O)O)OCC2=C(C=CC=C2F)F (6-chloro-8-[(2,6-difluorobenzyl)oxy]-2-methylimidazo[1,2-a]pyridine-3-carboxylic acid), CN(C)C(=[N+](C)C)ON1C2=C(C=CC=C2)N=N1.[B-](F)(F)(F)F (TBTU), CN1CCOCC1 (4-methylmorpholine). Run in CN(C)C=O (DMF), O.C(=O)(C(F)(F)F)O (water TFA). Reaction conditions: time 8 hour. The product is NC(CNC(=O)C1=C(N=C2N1C=C(C=C2OCC2=C(C=CC=C2F)F)Cl)C)(CC(C)C)C (rac-N-(2-Amino-2,4-dimethylpentyl)-6-chloro-8-[(2,6-difluorobenzyl)oxy]-2-methylimidazo[1,2-a]pyridine-3-carboxamide). RXN SMILES: [CH3:1][C:2]([NH2:9])([CH2:5][CH:6]([CH3:8])[CH3:7])[CH2:3][NH2:4].[Cl:10][C:11]1[CH:12]=[C:13]([O:24][CH2:25][C:26]2[C:31]([F:32])=[CH:30][CH:29]=[CH:28][C:27]=2[F:33])[C:14]2[N:15]([C:17]([C:21](O)=[O:22])=[C:18]([CH3:20])[N:19]=2)[CH:16]=1.CN(C(ON1N=NC2C=CC=CC1=2)=[N+](C)C)C.[B-](F)(F)(F)F.CN1CCOCC1>CN(C=O)C.O.C(O)(C(F)(F)F)=O>[NH2:9][C:2]([CH3:1])([CH2:5][CH:6]([CH3:8])[CH3:7])[CH2:3][NH:4][C:21]([C:17]1[N:15]2[CH:16]=[C:11]([Cl:10])[CH:12]=[C:13]([O:24][CH2:25][C:26]3[C:27]([F:33])=[CH:28][CH:29]=[CH:30][C:31]=3[F:32])[C:14]2=[N:19][C:18]=1[CH3:20])=[O:22] |f:2.3,6.7|. Procedure: 61 mg (0.47 mmol) of rac-2,4-dimethylpentane-1,2-diamine were added to 150 mg (0.43 mmol) of 6-chloro-8-[(2,6-difluorobenzyl)oxy]-2-methylimidazo[1,2-a]pyridine-3-carboxylic acid Example 16A, 143 mg (0.45 mmol) of TBTU and 0.19 ml (1.70 mmol) of 4-methylmorpholine in DMF (1.5 ml), and the reaction mixture was stirred at RT overnight. The mixture was diluted with water/TFA and purified by prep. RP-HPLC (acetonitrile/water gradient with addition of 0.1% TFA). The product fraction was concentrated.... Starting materials: COC1=C(C=C(C=C1)NC=C(C(=O)OCC)C(=O)OCC)C (Diethyl 2-[(4-methoxy-3-methyl-phenylamino)-methylene]-malonate), CCCCCC (hexane). Solvent: C1(=CC=CC=C1)OC1=CC=CC=C1 (diphenyl ether). Run at temperature 220 celsius, time 2 hour. Yields the product COC=1C=C2C(C(=CNC2=CC1C)C(=O)OCC)=O (ethyl 6-methoxy-7-methyl-4-oxo-1,4-dihydro-quinoline-3-carboxylate). The yield is 40.6%. As a reaction SMILES: [CH3:1][O:2][C:3]1[CH:8]=[CH:7][C:6]([NH:9][CH:10]=[C:11]([C:17]([O:19]CC)=O)[C:12]([O:14][CH2:15][CH3:16])=[O:13])=[CH:5][C:4]=1[CH3:22].CCCCCC>C1(OC2C=CC=CC=2)C=CC=CC=1>[CH3:1][O:2][C:3]1[CH:8]=[C:7]2[C:6](=[CH:5][C:4]=1[CH3:22])[NH:9][CH:10]=[C:11]([C:12]([O:14][CH2:15][CH3:16])=[O:13])[C:17]2=[O:19]. Procedure details: Diethyl 2-[(4-methoxy-3-methyl-phenylamino)-methylene]-malonate (73.9 g) was dissolved in diphenyl ether (200 ml) to prepare a solution which was then stirred at 220° C. for 2 hr. The reaction solution was cooled to room temperature, hexane was then added to the reaction solution, and the precipitated crystal was collected by filtration to give ethyl 6-methoxy-7-methyl-4-oxo-1,4-dihydro-quinoline-3-carboxylate (25.5 g, yield 35%). Reactants: C(C=1C(N)=CC=CC1)(=O)OC (methyl anthranilate), CCOCC (Ether), mixture, C1(=CC=CC=C1)N=C=S (phenyl isothiocyanate). Solvent: C(Cl)Cl (methylene chloride), C(Cl)Cl (methylene chloride). Reaction conditions: time 8 hour. The product is SC1=NC2=CC=CC=C2C(N1C1=CC=CC=C1)=O (2-mercapto-3-phenyl-4(3H)-quinazolinone). Reaction SMILES: [C:1]([O:10]C)(=O)[C:2]1[C:3](=[CH:5][CH:6]=[CH:7][CH:8]=1)[NH2:4].[C:12]1([N:18]=[C:19]=[S:20])[CH:17]=[CH:16][CH:15]=[CH:14][CH:13]=1.CCOCC>C(Cl)Cl>[SH:20][C:19]1[N:18]([C:12]2[CH:17]=[CH:16][CH:15]=[CH:14][CH:13]=2)[C:1](=[O:10])[C:2]2[C:3](=[CH:5][CH:6]=[CH:7][CH:8]=2)[N:4]=1. Procedure details: In a 500 ml, three-neck round bottom flask equipped with magnetic stirrer, 25 g (0.17 moles) methyl anthranilate in 100 ml methylene chloride was placed. Into that mixture 23.0 g (0.17 moles) phenyl isothiocyanate in 50 ml methylene chloride was dropped in. The reaction mixture was stirred overnight at ambient temperature. The reaction mixture was refluxed at 40° C. for one hour. Ether (about 50 ml) was added; a precipitate formed which was removed by suction filtration to give the above-identif... The reactants are ClC=1C(=C(C=C2C(C(=CN(C12)C1CC1)C(=O)O)=O)F)F (8-chloro-1-cyclopropyl-6,7-difluoro-1,4-dihydro-4-oxo-3-quinolinecarboxylic acid), C1(CC1)NC[C@H]1CNC[C@H]1F ((3R,4S)-3-cyclopropylaminomethyl-4-fluoropyrrolidine). Yields the product ClC=1C(=C(C=C2C(C(=CN(C12)C1CC1)C(=O)O)=O)F)N1C[C@@H]([C@@H](C1)F)CNC1CC1 (8-chloro-1-cyclopropyl-7-[(3S,4S)-3-cyclopropylaminomethyl-4-fluoro-1-pyrrolidinyl]-6-fluoro-1,4-dihydro-4-oxo-3-quinolinecarboxylic acid). Isolated yield 49.7%. As a reaction SMILES: [Cl:1][C:2]1[C:3](F)=[C:4]([F:19])[CH:5]=[C:6]2[C:11]=1[N:10]([CH:12]1[CH2:14][CH2:13]1)[CH:9]=[C:8]([C:15]([OH:17])=[O:16])[C:7]2=[O:18].[CH:21]1([NH:24][CH2:25][C@@H:26]2[C@H:30]([F:31])[CH2:29][NH:28][CH2:27]2)[CH2:23][CH2:22]1>>[Cl:1][C:2]1[C:3]([N:28]2[CH2:29][C@@H:30]([F:31])[C@@H:26]([CH2:25][NH:24][CH:21]3[CH2:22][CH2:23]3)[CH2:27]2)=[C:4]([F:19])[CH:5]=[C:6]2[C:11]=1[N:10]([CH:12]1[CH2:14][CH2:13]1)[CH:9]=[C:8]([C:15]([OH:17])=[O:16])[C:7]2=[O:18]. Procedure: Using 8-chloro-1-cyclopropyl-6,7-difluoro-1,4-dihydro-4-oxo-3-quinolinecarboxylic acid (300 mg) and (3R,4S)-3-cyclopropylaminomethyl-4-fluoropyrrolidine (174 mg), the same procedure was followed as in Example 23 to give 8-chloro-1-cyclopropyl-7-[(3S,4S)-3-cyclopropylaminomethyl-4-fluoro-1-pyrrolidinyl]-6-fluoro-1,4-dihydro-4-oxo-3-quinolinecarboxylic acid as a pale yellow solid (218 mg). Reactants: O=C([O-])[O-], ClCCl, COc1cc2c(Cl)ncnc2cc1OCCCN1CCCC1, [K+], [K+], CN(C)C=O, Oc1ccc2cc[nH]c2c1. Yields the product COc1cc2c(Oc3ccc4cc[nH]c4c3)ncnc2cc1OCCCN1CCCC1. As a reaction SMILES: [C:33](=[O:34])([O-:35])[O-:36].[CH2:44]([Cl:45])[Cl:46].[Cl:1][c:2]1[n:3][cH:4][n:5][c:6]2[cH:7][c:8]([O:14][CH2:15][CH2:16][CH2:17][N:18]3[CH2:19][CH2:20][CH2:21][CH2:22]3)[c:9]([O:12][CH3:13])[cH:10][c:11]12.[K+:37].[K+:38].[O:39]=[CH:40][N:41]([CH3:42])[CH3:43].[OH:23][c:24]1[cH:25][cH:26][c:27]2[cH:28][cH:29][nH:30][c:31]2[cH:32]1>>[c:2]1([O:23][c:24]2[cH:25][cH:26][c:27]3[cH:28][cH:29][nH:30][c:31]3[cH:32]2)[n:3][cH:4][n:5][c:6]2[cH:7][c:8]([O:14][CH2:15][CH2:16][CH2:17][N:18]3[CH2:19][CH2:20][CH2:21][CH2:22]3)[c:9]([O:12][CH3:13])[cH:10][c:11]12. Reactants: O=C1C(O)=C(O)[C@H](O1)[C@@H](O)CO (ascorbic acid), N[C@@H](CCCNC(N)=N)C(=O)O (arginine), NC(CCCNC(N)=N)C(=O)O (DL-arginine), P(=O)([O-])([O-])[O-] (phosphate). Reagents/catalysts: S(=O)(=O)([O-])[O-].[Mn+2] (manganese sulfate). Run in C(C)#N (acetonitrile), O (H2O), O (water). Reaction conditions: time 6 hour. The product is N[C@@H](CCCN)C(=O)O (ornithine). As a reaction SMILES: [NH2:1][CH:2]([C:10]([OH:12])=[O:11])[CH2:3][CH2:4][CH2:5][NH:6]C(=N)N.O=C1O[C@H]([C@H](CO)O)C(O)=C1O.P([O-])([O-])([O-])=O.N[C@H](C(O)=O)CCCNC(=N)N>O.S([O-])([O-])(=O)=O.[Mn+2].C(#N)C>[NH2:1][C@H:2]([C:10]([OH:12])=[O:11])[CH2:3][CH2:4][CH2:5][NH2:6] |f:5.6|. Procedure details: 1.74 g DL-arginine (50:50) were dissolved in 10 ml water and mixed with 0.21 mg manganese sulfate.H2O, 0.11 mg ascorbic acid and 0.5 mg calf liver L-arginase (Boeringer Mannheim, 97 U/mg. The progress of the reaction was followed with HPLC (amino column; mobile solvent 65:35 acetonitrile:phosphate buffer (pH 6.4). After 6 hours at 25° C., 50% of the original amount of arginine had reacted and a corresponding amount of ornithine had been formed (conversion 100%).